describe an organic reaction: reactants, conditions, products, and yield From a dataset of the Open Reaction Database (ORD), a public repository of structured organic reaction records. Reactants: COCC1CCCN1, O=Cc1ccc(-c2cc3ncnc(Nc4ccc5[nH]ccc5c4)c3s2)cc1. The product is COCC1CCCN1Cc1ccc(-c2cc3ncnc(Nc4ccc5[nH]ccc5c4)c3s2)cc1. RXN SMILES: [CH3:1][O:2][CH2:3][CH:4]1[NH:5][CH2:6][CH2:7][CH2:8]1.[nH:9]1[cH:10][cH:11][c:12]2[cH:13][c:14]([NH:18][c:19]3[c:20]4[c:21]([n:22][cH:23][n:24]3)[cH:25][c:26](-[c:28]3[cH:29][cH:30][c:31]([CH:32]=[O:33])[cH:34][cH:35]3)[s:27]4)[cH:15][cH:16][c:17]12>>[CH3:1][O:2][CH2:3][CH:4]1[N:5]([CH2:32][c:31]2[cH:30][cH:29][c:28](-[c:26]3[cH:25][c:21]4[c:20]([c:19]([NH:18][c:14]5[cH:13][c:12]6[cH:11][cH:10][nH:9][c:17]6[cH:16][cH:15]5)[n:24][cH:23][n:22]4)[s:27]3)[cH:35][cH:34]2)[CH2:6][CH2:7][CH2:8]1. The product is CC(C)(C)OC(=O)NC(Cc1ccc(-c2cc(OC(c3ccc(-c4cnccc4C(F)(F)F)cc3)C(F)(F)F)nc(N)n2)cc1)C(=O)O. The reactants are CC#N, OB(O)c1cnccc1C(F)(F)F, CC(C)(C)OC(=O)NC(Cc1ccc(-c2cc(OC(c3ccc(Br)cc3)C(F)(F)F)nc(N)n2)cc1)C(=O)O, [Na+], [Na+], O=C([O-])[O-], O. Reaction SMILES: [CH3:53][C:54]#[N:55].[F:40][C:41]([c:42]1[c:43]([B:48]([OH:49])[OH:50])[cH:44][n:45][cH:46][cH:47]1)([F:51])[F:52].[NH2:1][c:2]1[n:3][c:4]([O:27][CH:28]([C:29]([F:30])([F:31])[F:32])[c:33]2[cH:34][cH:35][c:36]([Br:39])[cH:37][cH:38]2)[cH:5][c:6](-[c:8]2[cH:9][cH:10][c:11]([CH2:14][CH:15]([C:16](=[O:17])[OH:18])[NH:19][C:20](=[O:21])[O:22][C:23]([CH3:24])([CH3:25])[CH3:26])[cH:12][cH:13]2)[n:7]1.[Na+:56].[Na+:57].[O-:58][C:59](=[O:60])[O-:61].[OH2:62]>>[NH2:1][c:2]1[n:3][c:4]([O:27][CH:28]([C:29]([F:30])([F:31])[F:32])[c:33]2[cH:34][cH:35][c:36](-[c:43]3[c:42]([C:41]([F:40])([F:51])[F:52])[cH:47][cH:46][n:45][cH:44]3)[cH:37][cH:38]2)[cH:5][c:6](-[c:8]2[cH:9][cH:10][c:11]([CH2:14][CH:15]([C:16](=[O:17])[OH:18])[NH:19][C:20](=[O:21])[O:22][C:23]([CH3:24])([CH3:25])[CH3:26])[cH:12][cH:13]2)[n:7]1. The reactants are CCOC(=O)c1cn(Cc2cccc(C)n2)c2nc(C)c(C)cc2c1=O, CO, [Li+], [OH-], O. The product is Cc1cccc(Cn2cc(C(=O)O)c(=O)c3cc(C)c(C)nc32)n1. RXN SMILES: [CH2:1]([CH3:2])[O:3][C:4](=[O:5])[c:6]1[cH:7][n:8]([CH2:19][c:20]2[n:21][c:22]([CH3:26])[cH:23][cH:24][cH:25]2)[c:9]2[n:10][c:11]([CH3:18])[c:12]([CH3:17])[cH:13][c:14]2[c:15]1=[O:16].[CH3:30][OH:31].[Li+:27].[OH-:28].[OH2:29]>>[O:3]=[C:4]([OH:5])[c:6]1[cH:7][n:8]([CH2:19][c:20]2[n:21][c:22]([CH3:26])[cH:23][cH:24][cH:25]2)[c:9]2[n:10][c:11]([CH3:18])[c:12]([CH3:17])[cH:13][c:14]2[c:15]1=[O:16]. Reactants: CCCC[N+](CCCC)(CCCC)CCCC.[F-] (TBAF), C1(=CC=CC=C1)/C/1=C/C=2C(=NC=CC2)C(CC1)O[Si](C(C)C)(C(C)C)C(C)C ((E)-6-phenyl-9-(triisopropylsilyloxy)-8,9-dihydro-7H-cyclohepta[b]pyridine). Solvent: C1CCOC1 (THF). Reaction conditions: time 6 hour. The product is C1(=CC=CC=C1)/C/1=C/C=2C(=NC=CC2)C(CC1)O ((E)-6-phenyl-8,9-dihydro-7H-cyclohepta[b]pyridin-9-ol). RXN SMILES: CCCC[N+](CCCC)(CCCC)CCCC.[F-].[C:19]1([C:25]2=[CH:26][C:27]3[C:28]([CH:33]([O:36][Si](C(C)C)(C(C)C)C(C)C)[CH2:34][CH2:35]2)=[N:29][CH:30]=[CH:31][CH:32]=3)[CH:24]=[CH:23][CH:22]=[CH:21][CH:20]=1>C1COCC1>[C:19]1([C:25]2=[CH:26][C:27]3[C:28]([CH:33]([OH:36])[CH2:34][CH2:35]2)=[N:29][CH:30]=[CH:31][CH:32]=3)[CH:24]=[CH:23][CH:22]=[CH:21][CH:20]=1 |f:0.1|. Procedure: TBAF (1.041 mL, 1.041 mmol) was added to the THF (5 mL) solution of (E)-6-phenyl-9-(triisopropylsilyloxy)-8,9-dihydro-7H-cyclohepta[b]pyridine (0.2049 g, 0.521 mmol) at rt. The reaction was stirred at room temperature for 6 hours. The solvent was removed via vacuum to give the crude product. MS (ESI)[M+H+]=238.25. Reactants: COC[C@@H]1CC[C@H](CC1)C1=CC=C(C=C1)I (4-(trans-4'-methyloxymethylcyclohexyl)iodobenzene), cuprous cyanide, CN(C=O)C (N,N-dimethylformamide), N (ammonia). Solvent: CCCCCCC (n-heptane). Product: COC[C@@H]1CC[C@H](CC1)C1=CC=C(C#N)C=C1 (4-(trans-4'-methyloxymethylcyclohexyl)benzonitrile). As a reaction SMILES: [CH3:1][O:2][CH2:3][C@H:4]1[CH2:9][CH2:8][C@H:7]([C:10]2[CH:15]=[CH:14][C:13](I)=[CH:12][CH:11]=2)[CH2:6][CH2:5]1.[CH3:17][N:18](C)C=O.N>CCCCCCC>[CH3:1][O:2][CH2:3][C@H:4]1[CH2:9][CH2:8][C@H:7]([C:10]2[CH:15]=[CH:14][C:13]([C:17]#[N:18])=[CH:12][CH:11]=2)[CH2:6][CH2:5]1. Procedure: Into a 300 ml three-neck flask were added compound (E) (20.0 g, 0.061 mol), cuprous cyanide (6.3 g, 0.071 mol) and N,N-dimethylformamide (DMF) (63 ml). The mixture was agitated and refluxed for 6 hours while heating on a mantle heater. After completion of the reaction, the reaction mixture was cooled down to room temperature and a 28% aqueous ammonia (18 ml) was added, followed by agitating the mixture, adding n-heptane (50 ml) for extraction, filtering off an insoluble matter in the n-heptane l... Reactants: C(C)(C)(C)ON=C1C=C(OC2=CC=C(C=C12)OCCCl)C1=CC=2N(C=N1)C=CC2 (6-(2-chloro-ethoxy)-2-pyrrolo[1,2-c]pyrimidin-3-yl-chromen-4-one O-tert-butyl oxime), COC1CNCCC1 (3-methoxy-piperidine). The product is Cl.COC1CN(CCC1)CCOC=1C=C2C(C=C(OC2=CC1)C1=CC=2N(C=N1)C=CC2)=NO (6-[2-(3-methoxy-piperidin-1-yl)-ethoxy]-2-pyrrolo[1,2-c]pyrimidin-3-yl-chromen-4-one oxime, hydrochloride). Reaction SMILES: C([O:5][N:6]=[C:7]1[C:16]2[C:11](=[CH:12][CH:13]=[C:14]([O:17][CH2:18][CH2:19][Cl:20])[CH:15]=2)[O:10][C:9]([C:21]2[N:26]=[CH:25][N:24]3[CH:27]=[CH:28][CH:29]=[C:23]3[CH:22]=2)=[CH:8]1)(C)(C)C.[CH3:30][O:31][CH:32]1[CH2:37][CH2:36][CH2:35][NH:34][CH2:33]1>>[ClH:20].[CH3:30][O:31][CH:32]1[CH2:37][CH2:36][CH2:35][N:34]([CH2:19][CH2:18][O:17][C:14]2[CH:15]=[C:16]3[C:11](=[CH:12][CH:13]=2)[O:10][C:9]([C:21]2[N:26]=[CH:25][N:24]4[CH:27]=[CH:28][CH:29]=[C:23]4[CH:22]=2)=[CH:8][C:7]3=[N:6][OH:5])[CH2:33]1 |f:2.3|. Procedure: 6-[2-(3-methoxy-piperidin-1-yl)-ethoxy]-2-pyrrolo[1,2-c]pyrimidin-3-yl-chromen-4-one oxime, hydrochloride was prepared in 37% overall yield using the method described in example 87, starting from 6-(2-chloro-ethoxy)-2-pyrrolo[1,2-c]pyrimidin-3-yl-chromen-4-one O-tert-butyl oxime (example 87B) and 3-methoxy-piperidine. The reactants are OC1=C(NC=C1)C(=O)OC (methyl 3-hydroxy-1H-pyrrole-2-carboxylate), C(C)(C)N(CC)C(C)C (Diisopropylethylamine), S(=O)(=O)(C1=CC=C(C)C=C1)Cl (TsCl), ice. Run in C(Cl)Cl (DCM), C(Cl)Cl (DCM). Conditions: time 2 hour. The product is S(=O)(=O)(C1=CC=C(C)C=C1)OC1=C(NC=C1)C(=O)OC (methyl 3-(tosyloxy)-1H-pyrrole-2-carboxylate). Isolated yield 99.9%. RXN SMILES: C(N(C(C)C)CC)(C)C.[S:10](Cl)([C:13]1[CH:19]=[CH:18][C:16]([CH3:17])=[CH:15][CH:14]=1)(=[O:12])=[O:11].[OH:21][C:22]1[CH:26]=[CH:25][NH:24][C:23]=1[C:27]([O:29][CH3:30])=[O:28]>C(Cl)Cl>[S:10]([O:21][C:22]1[CH:26]=[CH:25][NH:24][C:23]=1[C:27]([O:29][CH3:30])=[O:28])([C:13]1[CH:19]=[CH:18][C:16]([CH3:17])=[CH:15][CH:14]=1)(=[O:12])=[O:11]. Reported procedure: Diisopropylethylamine (7.1 mL, 40.7 mmole) and then a solution of TsCl (6.46 gm, 33.9 mole) in dry DCM (20 mL) were added to an ice-cooled solution of methyl 3-hydroxy-1H-pyrrole-2-carboxylate (4.78 gm; 33.9 mmole) in dry DCM (80 mL) under a dry N2 atmosphere. After 2 hr, the reaction was removed from the bath and allowed to warm to RT. After 2 hr, this was washed with water, dried (Na2SO4), and the solvents removed to leave methyl 3-(tosyloxy)-1H-pyrrole-2-carboxylate (10 gm) as a solid. 1H NMR... Reactants: C1(CC1)[C@@H](C\C=C\C)O ((1R,3E)-1-Cyclopropylpent-3-en-1-ol), C(C)OC(CO[C@@H](COCC1=CC=CC=C1)CC=C)OCC (({[(2R)-2-(2,2-diethoxyethoxyl)pent-4-en-1-yl]oxy}methyl)benzene). Product: C(C)OC(CO[C@H](C\C=C\C)C1CC1)OCC ([(1R,3E)-1-(2,2-diethoxyethoxyl)pent-3-en-1-yl]cyclopropane). As a reaction SMILES: [CH:1]1([C@H:4]([OH:9])[CH2:5]/[CH:6]=[CH:7]/[CH3:8])[CH2:3][CH2:2]1.[CH2:10]([O:12][CH:13]([O:29][CH2:30][CH3:31])[CH2:14]O[C@H](CC=C)COCC1C=CC=CC=1)[CH3:11]>>[CH2:10]([O:12][CH:13]([O:29][CH2:30][CH3:31])[CH2:14][O:9][C@@H:4]([CH:1]1[CH2:3][CH2:2]1)[CH2:5]/[CH:6]=[CH:7]/[CH3:8])[CH3:11]. Procedure: (1R,3E)-1-Cyclopropylpent-3-en-1-ol (C24) was converted to the product according to the method used for the synthesis of ({[(2R)-2-(2,2-diethoxyethoxyl)pent-4-en-1-yl]oxy}methyl)benzene (C2) in Preparation P1, except that all reagents were combined at 0° C. The product was obtained as a colorless oil. Yield: 550 mg, 2.27 mmol, 48%. 1H NMR (400 MHz, CDCl3) δ 5.44-5.59 (m, 2H), 4.62 (dd, J=5.3, 5.3 Hz, 1H), 3.66-3.76 (m, 3H), 3.54-3.63 (m, 2H), 3.47 (dd, J=10.3, 5.5 Hz, 1H), 2.65 (dt, J=8.5, 5.9 H...